This data is from the Open Reaction Database (ORD), a public repository of structured organic reaction records. The task is: describe an organic reaction: reactants, conditions, products, and yield The reactants are ClC1=CC=C2C(=CC=NC2=C1)N1CCN(CC1)C(=O)NC1CC(CCCC1)O (4-(7-chloro-4-quinolinyl)-N-(3-hydroxycycloheptyl)-1-piperazinecarboxamide), [H-].[Na+] (NaH), ClC1=NC=CC=N1 (2-chloropyrimidine). The solvent is C(Cl)Cl.CO (CH2Cl2 MeOH). The product is ClC1=CC=C2C(=CC=NC2=C1)N1CCN(CC1)C(=O)NC1CC(CCCC1)OC1=NC=CC=N1 (4-(7-Chloro-4-quinolinyl)-N-[3-(2-pyrimidinyloxy)cycloheptyl]-1-piperazinecarboxamide). As a reaction SMILES: [Cl:1][C:2]1[CH:11]=[C:10]2[C:5]([C:6]([N:12]3[CH2:17][CH2:16][N:15]([C:18]([NH:20][CH:21]4[CH2:27][CH2:26][CH2:25][CH2:24][CH:23]([OH:28])[CH2:22]4)=[O:19])[CH2:14][CH2:13]3)=[CH:7][CH:8]=[N:9]2)=[CH:4][CH:3]=1.[H-].[Na+].Cl[C:32]1[N:37]=[CH:36][CH:35]=[CH:34][N:33]=1>C(Cl)Cl.CO>[Cl:1][C:2]1[CH:11]=[C:10]2[C:5]([C:6]([N:12]3[CH2:17][CH2:16][N:15]([C:18]([NH:20][CH:21]4[CH2:27][CH2:26][CH2:25][CH2:24][CH:23]([O:28][C:32]5[N:37]=[CH:36][CH:35]=[CH:34][N:33]=5)[CH2:22]4)=[O:19])[CH2:14][CH2:13]3)=[CH:7][CH:8]=[N:9]2)=[CH:4][CH:3]=1 |f:1.2,4.5|. Procedure details: As described for example 138, 4-(7-chloro-4-quinolinyl)-N-(3-hydroxycycloheptyl)-1-piperazinecarboxamide, NaH, and 2-chloropyrimidine are reacted to give the product after flash chromatography with CH2Cl2-MeOH. LC-MS: 481 (M++1). 1H NMR (CDCl3) δ 8.75 (d, 1H), 8.50 (d, 2H), 8.05 (s, 1H), 7.95 (d, 1H), 7.45 (d, 1H), 6.92 (t, 1H), 6.85 (d, 1H), 5.55 (m, 1H), 5.15 (m, 1H), 4.10 (m, 1H), 3.70 (m, 4H), 3.23 (m, 4H), 1.80–2.25 (m, 7H), 1.50–1.70 (m, 3H). Reactants: [N+](=O)([O-])C1=CC=C(OCC(=O)O)C=C1 (4-nitrophenoxy acetic acid), COC(C1=CC(=CC=C1)N)=O (3-amino benzoic acid methyl ester), C=1C=CC2=C(C1)N=NN2O (HOBt), CCN(C(C)C)C(C)C (DIPEA), C(CCl)Cl (EDC). Run in CN(C)C=O (DMF). Yields the product COC(C1=CC(=CC=C1)NC(COC1=CC=C(C=C1)[N+](=O)[O-])=O)=O (3-[2-(4-nitro-phenoxy)acetyl-amino]-benzoic acid methyl ester). Yield: 90.8%. RXN SMILES: [N+:1]([C:4]1[CH:14]=[CH:13][C:7]([O:8][CH2:9][C:10]([OH:12])=O)=[CH:6][CH:5]=1)([O-:3])=[O:2].[CH3:15][O:16][C:17](=[O:25])[C:18]1[CH:23]=[CH:22][CH:21]=[C:20]([NH2:24])[CH:19]=1.C1C=CC2N(O)N=NC=2C=1.CCN(C(C)C)C(C)C.C(Cl)CCl>CN(C=O)C>[CH3:15][O:16][C:17](=[O:25])[C:18]1[CH:23]=[CH:22][CH:21]=[C:20]([NH:24][C:10](=[O:12])[CH2:9][O:8][C:7]2[CH:6]=[CH:5][C:4]([N+:1]([O-:3])=[O:2])=[CH:14][CH:13]=2)[CH:19]=1. Procedure: To a solution of the 4-nitrophenoxy acetic acid (100 mg, 0.5 mmol), 3-amino benzoic acid methyl ester (115 mg, 0.76 mmol), HOBt (102.81 mg, 0.76 mmol) and DIPEA (98.34 mg, 0.76 mmol) in DMF (4.0 mL) were added EDC (145.86 mg, 0.76 mmol) at room temperature. After reaction terminated, the reaction mixture in cool water was diluted with Ethyl acetate. The organic phase was washed with aqueous sodium bicarbonate and dried (anhydrous MgSO4), and concentrated. Purification by silica gel column chroma...